Dataset: the Open Reaction Database (ORD), a public repository of structured organic reaction records. Task: describe an organic reaction: reactants, conditions, products, and yield Reactants: CCc1cccc2c(O)cccc12, CS(C)=O, O=c1cc(O)c2ccc3ccccc3c2o1. Yields the product CCc1cccc2c1ccc1c(O)cc(=O)oc12. RXN SMILES: [CH2:17]([CH3:18])[c:19]1[cH:20][cH:21][cH:22][c:23]2[c:24]1[cH:25][cH:26][cH:27][c:28]2[OH:29].[CH3:30][S:31]([CH3:32])=[O:33].[OH:1][c:2]1[cH:3][c:4](=[O:16])[o:5][c:6]2[c:7]3[c:8]([cH:9][cH:10][c:11]12)[cH:12][cH:13][cH:14][cH:15]3>>[OH:1][c:2]1[cH:3][c:4](=[O:16])[o:5][c:6]2[c:7]3[c:8]([cH:9][cH:10][c:11]12)[c:12]([CH2:17][CH3:18])[cH:13][cH:14][cH:15]3. The reactants are COC(=O)C(Cc1cc(C)c2[nH]nnc2c1)N(Cc1ccccc1)C(=O)[O-], CO, O=CO. Yields the product COC(=O)C(N)Cc1cc(C)c2[nH]nnc2c1. Reaction SMILES: [CH2:1]([c:5]1[cH:6][cH:7][cH:9][cH:10][cH:11]1)[N:8]([C:2](=[O:3])[O-:4])[CH:12]([CH2:13][c:14]1[cH:15][c:16]2[c:17]([nH:18][n:19][n:20]2)[c:21]([CH3:23])[cH:22]1)[C:24](=[O:25])[O:26][CH3:27].[CH3:31][OH:32].[CH:28]([OH:29])=[O:30]>>[NH2:8][CH:12]([CH2:13][c:14]1[cH:15][c:16]2[c:17]([nH:18][n:19][n:20]2)[c:21]([CH3:23])[cH:22]1)[C:24](=[O:25])[O:26][CH3:27]. The reactants are IC=1C=C(CNC2=C3NC=NC3=NC=N2)C=CC1 (N6 -(3-iodobenzyl)adenine), BrCCCC#N (4-bromobutyronitrile), C([O-])([O-])=O.[K+].[K+] (potassium carbonate), half, [Cl-].[Na+] (sodium chloride). The solvent is CN(C)C=O (DMF). Reaction conditions: temperature 80 celsius, time 12 hour. Yields the product IC=1C=C(CNC2=C3N=CN(C3=NC=N2)CCCC#N)C=CC1 (N6 -(3-Iodobenzyl)-9-(3-Cyanopropyl)adenine). Isolated yield 68.3%. As a reaction SMILES: [I:1][C:2]1[CH:3]=[C:4]([CH:16]=[CH:17][CH:18]=1)[CH2:5][NH:6][C:7]1[N:15]=[CH:14][N:13]=[C:12]2[C:8]=1[NH:9][CH:10]=[N:11]2.Br[CH2:20][CH2:21][CH2:22][C:23]#[N:24].C(=O)([O-])[O-].[K+].[K+].[Cl-].[Na+]>CN(C=O)C>[I:1][C:2]1[CH:3]=[C:4]([CH:16]=[CH:17][CH:18]=1)[CH2:5][NH:6][C:7]1[N:15]=[CH:14][N:13]=[C:12]2[C:8]=1[N:9]=[CH:10][N:11]2[CH2:20][CH2:21][CH2:22][C:23]#[N:24] |f:2.3.4,5.6|. Reported procedure: A mixture of N6 -(3-iodobenzyl)adenine (2, 50 mg, 140 μmol), 4-bromobutyronitrile (300 mg, 2.0 mmol), and potassium carbonate (150 mg, 1.1 mmol) in DMF (2 mL) was stirred for 12 h at 80° C. Following the addition of 10 mL of half saturated sodium chloride, an oil separated. The oil was chromatographed on a preparative silica TLC plate (chloroform:methanol, 95:5, Rf 0.31) to give compound 22 (40 mg, 66%). MS (EI) m/z 418 (M+), 350, 291, 232, 187.